describe an organic reaction: reactants, conditions, products, and yield From a dataset of the Open Reaction Database (ORD), a public repository of structured organic reaction records. Reactants: ClC(Cl)(Cl)Cl, CCC=O, NNc1ccccc1. The product is CCC=NNc1ccccc1. RXN SMILES: [C:13]([Cl:14])([Cl:15])([Cl:16])[Cl:17].[CH:1]([CH2:2][CH3:3])=[O:4].[NH2:5][NH:6][c:7]1[cH:8][cH:9][cH:10][cH:11][cH:12]1>>[CH:1]([CH2:2][CH3:3])=[N:5][NH:6][c:7]1[cH:8][cH:9][cH:10][cH:11][cH:12]1. Reactants: [BH4-], CC(=O)[O-], CC(=O)[O-], CCOC(=O)c1n[nH]c(C(=O)OCC)c1C(=O)c1ccc(Cl)cc1[N+](=O)[O-], Cl, [Na+], [Ni+2], O. Yields the product CCOC(=O)c1n[nH]c(C(=O)OCC)c1C(=O)c1ccc(Cl)cc1N. Reaction SMILES: [BH4-:1].[C:32]([O-:33])(=[O:34])[CH3:35].[C:37]([O-:38])(=[O:39])[CH3:40].[Cl:3][c:4]1[cH:5][c:6]([N+:27]([O-:28])=[O:29])[c:7]([C:8](=[O:9])[c:10]2[c:11]([C:20](=[O:21])[O:22][CH2:23][CH3:24])[n:12][nH:13][c:14]2[C:15](=[O:16])[O:17][CH2:18][CH3:19])[cH:25][cH:26]1.[ClH:31].[Na+:2].[Ni+2:36].[OH2:30]>>[Cl:3][c:4]1[cH:5][c:6]([NH2:27])[c:7]([C:8](=[O:9])[c:10]2[c:11]([C:20](=[O:21])[O:22][CH2:23][CH3:24])[nH:12][n:13][c:14]2[C:15](=[O:16])[O:17][CH2:18][CH3:19])[cH:25][cH:26]1. Yield: 48.0%. Procedure: Prepared analogously to Compound 1B replacing Compound 1C with 7-amino-4-(1-{[(4S)-2,2-dimethyl-1,3-dioxolan-4-yl]methyl}-1H-pyrazol-4-yl)-2-methyl-2,3-dihydro-1H-isoindol-1-one (Compound 5C, 337 mg, 742 μmol) to afford 254 mg of the desired product (48%). 1H NMR (400 MHz, CD3OD) δ 8.49 (br. s., 1H), 8.34 (s, 1H), 8.09 (s, 1H), 7.96 (s, 1H), 7.67-7.77 (m, 2H), 7.11 (s, 1H), 7.00 (d, J=8.1 Hz, 1H), 4.61 (s, 2H), 4.37 (dd, J=4.3, 13.9 Hz, 1H), 4.15-4.24 (m, 1H), 4.00-4.14 (m, 5H), 3.90 (s, 3H), 3.... RXN SMILES: [OH:1][CH2:2][CH2:3][CH2:4][N:5]1[CH:9]=[C:8]([C:10]2[CH:11]=[CH:12][C:13]([NH:21][C:22]3[C:27]([C:28]([F:31])([F:30])[F:29])=[CH:26][N:25]=[C:24]([NH:32][C:33]4[CH:47]=[CH:46][C:36]([CH2:37][P:38](=[O:45])([O:42][CH2:43][CH3:44])[O:39][CH2:40][CH3:41])=[CH:35][C:34]=4[O:48][CH3:49])[N:23]=3)=[C:14]3[C:18]=2[CH2:17][N:16]([CH3:19])[C:15]3=[O:20])[CH:7]=[N:6]1.NC1C=CC(C2C=NN(C[C@H]3COC(C)(C)O3)C=2)=C2C=1C(=[O:60])N(C)C2>>[CH2:40]([O:39][P:38]([CH2:37][C:36]1[CH:46]=[CH:47][C:33]([NH:32][C:24]2[N:23]=[C:22]([NH:21][C:13]3[CH:12]=[CH:11][C:10]([C:8]4[CH:7]=[N:6][N:5]([CH2:4][C@H:3]([OH:60])[CH2:2][OH:1])[CH:9]=4)=[C:18]4[C:14]=3[C:15](=[O:20])[N:16]([CH3:19])[CH2:17]4)[C:27]([C:28]([F:31])([F:30])[F:29])=[CH:26][N:25]=2)=[C:34]([O:48][CH3:49])[CH:35]=1)(=[O:45])[O:42][CH2:43][CH3:44])[CH3:41]. The reactants are OCCCN1N=CC(=C1)C=1C=CC(=C2C(N(CC12)C)=O)NC1=NC(=NC=C1C(F)(F)F)NC1=C(C=C(CP(OCC)(OCC)=O)C=C1)OC (diethyl (4-{[4-({7-[1-(3-hydroxypropyl)-1H-pyrazol-4-yl]-2-methyl-3-oxo-2,3-dihydro-1H-isoindol-4-yl}amino)-5-(trifluoromethyl)pyrimidin-2-yl]amino}-3-methoxybenzyl)phosphonate), NC=1C=CC(=C2CN(C(C12)=O)C)C=1C=NN(C1)C[C@@H]1OC(OC1)(C)C (7-amino-4-(1-{[(4S)-2,2-dimethyl-1,3-dioxolan-4-yl]methyl}-1H-pyrazol-4-yl)-2-methyl-2,3-dihydro-1H-isoindol-1-one), NC=1C=CC(=C2CN(C(C12)=O)C)C=1C=NN(C1)C[C@@H]1OC(OC1)(C)C (7-amino-4-(1-{[(4S)-2,2-dimethyl-1,3-dioxolan-4-yl]methyl}-1H-pyrazol-4-yl)-2-methyl-2,3-dihydro-1H-isoindol-1-one). Yields the product C(C)OP(OCC)(=O)CC1=CC(=C(C=C1)NC1=NC=C(C(=N1)NC1=C2C(N(CC2=C(C=C1)C=1C=NN(C1)C[C@@H](CO)O)C)=O)C(F)(F)F)OC (Diethyl[4-({4-[(7-{1-[(2S)-2,3-dihydroxypropyl]-1H-pyrazol-4-yl}-2-methyl-3-oxo-2,3-dihydro-1H-isoindol-4-yl)amino]-5-(trifluoromethyl)pyrimidin-2-yl}amino)-3-methoxy benzyl]phosphonate). The reactants are [N+](=O)([O-])C=1C=C(C(=O)C2=CC(=C(C=C2)Cl)[N+](=O)[O-])C=CC1Cl (3,3'-dinitro-4,4'-dichlorbenzophenone), N (ammonia), [H][H] (hydrogen), [H][H] (hydrogen). The reagents and catalysts are [Pd] (Pd/C). Run in C(C)O (ethanol). Product: C1=CC(=CC(=C1)N)CC2=CC(=CC=C2)N (3,3'-diaminodiphenylmethane). Yield: 85.0%. RXN SMILES: [N+:1]([C:4]1[CH:5]=[C:6]([CH:19]=[CH:20][C:21]=1Cl)[C:7]([C:9]1[CH:14]=[CH:13][C:12](Cl)=[C:11]([N+:16]([O-])=O)[CH:10]=1)=O)([O-])=O.[H][H].N>[Pd].C(O)C>[CH:13]1[CH:12]=[C:11]([NH2:16])[CH:10]=[C:9]([CH2:7][C:6]2[CH:19]=[CH:20][CH:21]=[C:4]([NH2:1])[CH:5]=2)[CH:14]=1. Reported procedure: 34.1 g (0.1 mol) of 3,3'-dinitro-4,4'-dichlorbenzophenone, 1.5 g of 5% Pd/C, and 100 ml of ethanol were charged in a closed glass vessel equipped with a thermometer and a stirrer. While stirring the mixture at a temperature of 50° to 60° C., hydrogen was introduced thereinto and 22.9 l (1.02 mol) of hydrogen was absorbed in 7.5 hours. Since no more absorption of hydrogen was observed, the reaction was terminated at this point. The reaction solution was neutralized with 13.4 g (0.22 mol) of 28% a... Reactants: resultant mixture, C(CCC)[B-](C1=CC=C(C=C1)F)(C1=CC=C(C=C1)F)C1=CC=C(C=C1)F.[Li+] (lithium butyltris(p-fluorophenyl)borate), [Br-].C[S+](CC(=O)C1=CC=CC=C1)C (dimethylphenacylsulfonium bromide). Solvent: O (water), O (water). The yield is 70.9%. Reaction SMILES: [CH2:1]([B-:5]([C:20]1[CH:25]=[CH:24][C:23]([F:26])=[CH:22][CH:21]=1)([C:13]1[CH:18]=[CH:17][C:16]([F:19])=[CH:15][CH:14]=1)[C:6]1[CH:11]=[CH:10][C:9]([F:12])=[CH:8][CH:7]=1)[CH2:2][CH2:3][CH3:4].[Li+].[Br-].[CH3:29][S+:30]([CH3:40])[CH2:31][C:32]([C:34]1[CH:39]=[CH:38][CH:37]=[CH:36][CH:35]=1)=[O:33]>O>[CH3:29][S+:30]([CH3:40])[CH2:31][C:32]([C:34]1[CH:39]=[CH:38][CH:37]=[CH:36][CH:35]=1)=[O:33].[CH2:1]([B-:5]([C:6]1[CH:7]=[CH:8][C:9]([F:12])=[CH:10][CH:11]=1)([C:20]1[CH:25]=[CH:24][C:23]([F:26])=[CH:22][CH:21]=1)[C:13]1[CH:14]=[CH:15][C:16]([F:19])=[CH:17][CH:18]=1)[CH2:2][CH2:3][CH3:4] |f:0.1,2.3,5.6|. The product is C[S+](CC(=O)C1=CC=CC=C1)C.C(CCC)[B-](C1=CC=C(C=C1)F)(C1=CC=C(C=C1)F)C1=CC=C(C=C1)F (dimethylphenacylsulfonium butyltris(p-fluorophenyl)borate). Procedure: An aqueous solution of 2.76 g of lithium butyltris(p-fluorophenyl)borate in 100 ml of water was added to an aqueous solution of 2.00 g of dimethylphenacylsulfonium bromide in 50 ml of water, and the resultant mixture was stirred at room temperature for 30 minutes. Then, the reaction mixture was filtered, and the resultant crystal was washed with water and dried to give 2.90 g of dimethylphenacylsulfonium-butyltris(p-fluorophenyl)borate as a white crystal. Reactants: ClC1=NC=CC=C1S(=O)(=O)N(COCC[Si](C)(C)C)C1=NC=C(N=C1OC)C (2-chloro-N-(3-methoxy-5-methylpyrazin-2-yl)-N-[2-(trimethylsilyl) ethoxymethyl]pyridine-3-sulphonamide), CSC1=CC=C(C=C1)B(O)O (4-methylthiophenylboronic acid), C1(=CC=CC=C1)C (toluene), C([O-])([O-])=O.[Na+].[Na+] (sodium carbonate). Reagents/catalysts: C=1C=CC(=CC1)[P](C=2C=CC=CC2)(C=3C=CC=CC3)[Pd]([P](C=4C=CC=CC4)(C=5C=CC=CC5)C=6C=CC=CC6)([P](C=7C=CC=CC7)(C=8C=CC=CC8)C=9C=CC=CC9)[P](C=1C=CC=CC1)(C=1C=CC=CC1)C=1C=CC=CC1 (Tetrakis(triphenylphosphine)palladium(0)). The solvent is C(C)O (ethanol), O (Water). Yields the product COC=1C(=NC=C(N1)C)N(S(=O)(=O)C=1C(=NC=CC1)C1=CC=C(C=C1)SC)COCC[Si](C)(C)C (N-(3-methoxy-5-methylpyrazin-2-yl)-2-(4-methylthiophenyl)-N-[2-(trimethylsilyl)ethoxymethyl]pyridine-3-sulphonamide). RXN SMILES: Cl[C:2]1[C:7]([S:8]([N:11]([C:20]2[C:25]([O:26][CH3:27])=[N:24][C:23]([CH3:28])=[CH:22][N:21]=2)[CH2:12][O:13][CH2:14][CH2:15][Si:16]([CH3:19])([CH3:18])[CH3:17])(=[O:10])=[O:9])=[CH:6][CH:5]=[CH:4][N:3]=1.[CH3:29][S:30][C:31]1[CH:36]=[CH:35][C:34](B(O)O)=[CH:33][CH:32]=1.C1(C)C=CC=CC=1.C(=O)([O-])[O-].[Na+].[Na+]>C1C=CC([P]([Pd]([P](C2C=CC=CC=2)(C2C=CC=CC=2)C2C=CC=CC=2)([P](C2C=CC=CC=2)(C2C=CC=CC=2)C2C=CC=CC=2)[P](C2C=CC=CC=2)(C2C=CC=CC=2)C2C=CC=CC=2)(C2C=CC=CC=2)C2C=CC=CC=2)=CC=1.O.C(O)C>[CH3:27][O:26][C:25]1[C:20]([N:11]([CH2:12][O:13][CH2:14][CH2:15][Si:16]([CH3:19])([CH3:18])[CH3:17])[S:8]([C:7]2[C:2]([C:34]3[CH:35]=[CH:36][C:31]([S:30][CH3:29])=[CH:32][CH:33]=3)=[N:3][CH:4]=[CH:5][CH:6]=2)(=[O:10])=[O:9])=[N:21][CH:22]=[C:23]([CH3:28])[N:24]=1 |f:3.4.5,^1:56,58,77,96|. Procedure: Tetrakis(triphenylphosphine)palladium(0) (0.022 g) was added to a deoxygenated mixture of 2-chloro-N-(3-methoxy-5-methylpyrazin-2-yl)-N-[2-(trimethylsilyl) ethoxymethyl]pyridine-3-sulphonamide (0.405 g), 4-methylthiophenylboronic acid (obtained by the procedure described in Tetrahedron Lett., 1993, 34, 8237) (0.148 g), toluene (4.5 ml), ethanol (2.5 ml) and 2M sodium carbonate solution (7 ml) and the mixture was stirred and heated under reflux for 18 hours. Water was added and the mixture was ex... The reactants are C(#N)C1=CC=C(C=C1)C1C(=C(N(C(N1CC(=O)OC(C)(C)C)=O)C1=CC(=CC=C1)C(F)(F)F)C)C(=O)C1CCC1 (tert.-Butyl [6-(4-cyanophenyl)-5-(cyclobutylcarbonyl)-4-methyl-2-oxo-3-[3-(trifluoromethyl)phenyl]-3,6-dihydropyrimidine-1(2H)-yl]acetate). Solvent: FC(C(=O)O)(F)F (trifluoroacetic acid). Reaction conditions: time 5 minute. Product: C(#N)C1=CC=C(C=C1)C1C(=C(N(C(N1CC(=O)O)=O)C1=CC(=CC=C1)C(F)(F)F)C)C(=O)C1CCC1 ([6-(4-Cyanophenyl)-5-(cyclobutylcarbonyl)-4-methyl-2-oxo-3-[3-(trifluoromethyl)phenyl]-3,6-dihydropyrimidin-1(2H)-yl]acetic acid). RXN SMILES: [C:1]([C:3]1[CH:8]=[CH:7][C:6]([CH:9]2[N:14]([CH2:15][C:16]([O:18]C(C)(C)C)=[O:17])[C:13](=[O:23])[N:12]([C:24]3[CH:29]=[CH:28][CH:27]=[C:26]([C:30]([F:33])([F:32])[F:31])[CH:25]=3)[C:11]([CH3:34])=[C:10]2[C:35]([CH:37]2[CH2:40][CH2:39][CH2:38]2)=[O:36])=[CH:5][CH:4]=1)#[N:2]>FC(F)(F)C(O)=O>[C:1]([C:3]1[CH:4]=[CH:5][C:6]([CH:9]2[N:14]([CH2:15][C:16]([OH:18])=[O:17])[C:13](=[O:23])[N:12]([C:24]3[CH:29]=[CH:28][CH:27]=[C:26]([C:30]([F:32])([F:31])[F:33])[CH:25]=3)[C:11]([CH3:34])=[C:10]2[C:35]([CH:37]2[CH2:38][CH2:39][CH2:40]2)=[O:36])=[CH:7][CH:8]=1)#[N:2]. Procedure: tert.-Butyl [6-(4-cyanophenyl)-5-(cyclobutylcarbonyl)-4-methyl-2-oxo-3-[3-(trifluoromethyl)phenyl]-3,6-dihydropyrimidine-1(2H)-yl]acetate (Example 26) (35 mg, 0.063 mmol) is dissolved in trifluoroacetic acid (1 ml). After 5 minutes stirring, the solution is concentrated in vacuo and the residue is purified by HPLC (RP18 column; eluent: acetonitrile/0.1% aq. formic acid 10:90→90:10). The reactants are O=C1N(C=CC(=C1)C(=O)OC)C(C)C1=CC=CC=C1 (methyl 2-oxo-1-(1-phenylethyl)-1,2-dihydropyridine-4-carboxylate), O.[OH-].[Li+] (lithium hydroxide monohydrate), O1CCCC1 (tetrahydrofuran), Cl (hydrochloric acid). Solvent: O (water), CO (methanol). Conditions: temperature 20 celsius, time 4 hour. Yields the product O=C1N(C=CC(=C1)C(=O)O)C(C)C1=CC=CC=C1 (2-oxo-1-(1-phenylethyl)-1,2-dihydropyridine-4-carboxylic acid). Isolated yield 70.5%. RXN SMILES: [O:1]=[C:2]1[CH:7]=[C:6]([C:8]([O:10]C)=[O:9])[CH:5]=[CH:4][N:3]1[CH:12]([C:14]1[CH:19]=[CH:18][CH:17]=[CH:16][CH:15]=1)[CH3:13].O.[OH-].[Li+].O1CCCC1.Cl>O.CO>[O:1]=[C:2]1[CH:7]=[C:6]([C:8]([OH:10])=[O:9])[CH:5]=[CH:4][N:3]1[CH:12]([C:14]1[CH:19]=[CH:18][CH:17]=[CH:16][CH:15]=1)[CH3:13] |f:1.2.3|. Procedure: A mixture of methyl 2-oxo-1-(1-phenylethyl)-1,2-dihydropyridine-4-carboxylate (90 mg, 0.35 mmol), lithium hydroxide monohydrate (57.1 mg, 1.36 mmol), tetrahydrofuran (5 mL), methanol (1 mL) and water (1 mL) was stirred at 20° C. for 4 hours. The mixture was neutralized to pH=1 with concentrated hydrochloric acid and then extracted with acetic ether (15 mL×3). The combined organic phase was dried by sodium sulfate, then filtered. The filtrate was concentrated in vacuum to give 2-oxo-1-(1-phenylet...